Task: describe an organic reaction: reactants, conditions, products, and yield. Dataset: the Open Reaction Database (ORD), a public repository of structured organic reaction records Starting materials: [Cl-].[NH4+] (ammonium chloride), C1(=CC=CC=C1)[Mg]Br (phenylmagnesium bromide), C(C1=CC=CC=C1)N1C(C2=CC=CC=C2CC1)C1=CC=CC=C1 (2-benzyl-1-phenyl-3,4-dihydroisoquinoline). The solvent is C1CCOC1 (THF), C1CCOC1 (THF). Run at time 1 hour. The product is C(C1=CC=CC=C1)N1C(C2=CC=CC=C2CC1)(C1=CC=CC=C1)C1=CC=CC=C1 (2-benzyl-1,1-diphenyl-1,2,3,4-tetrahydroisoquinoline). Reaction SMILES: [C:1]1([Mg]Br)[CH:6]=[CH:5][CH:4]=[CH:3][CH:2]=1.[CH2:9]([N:16]1[CH2:25][CH2:24][C:23]2[C:18](=[CH:19][CH:20]=[CH:21][CH:22]=2)[CH:17]1[C:26]1[CH:31]=[CH:30][CH:29]=[CH:28][CH:27]=1)[C:10]1[CH:15]=[CH:14][CH:13]=[CH:12][CH:11]=1.[Cl-].[NH4+]>C1COCC1>[CH2:9]([N:16]1[CH2:25][CH2:24][C:23]2[C:18](=[CH:19][CH:20]=[CH:21][CH:22]=2)[C:17]1([C:1]1[CH:6]=[CH:5][CH:4]=[CH:3][CH:2]=1)[C:26]1[CH:31]=[CH:30][CH:29]=[CH:28][CH:27]=1)[C:10]1[CH:11]=[CH:12][CH:13]=[CH:14][CH:15]=1 |f:2.3|. Procedure: In an ice bath under argon flow, a solution of 1.07 M phenylmagnesium bromide in THF (33.2 mL) was added dropwise to a solution of 2-benzyl-1-phenyl-3,4-dihydroisoquinoline hydrobromate (8.95 g) in THF (80 mL) over 1 hour. The mixture was stirred at room temperature for 1 hour. A saturated aqueous ammonium chloride solution was added to the mixture which was then extracted with EtOAc. The extract was washed with water and saturated brine, dried over magnesium sulfate, and filtered. The filtrate ... Starting materials: NCC(=O)NC1CN(C1)C1CCC(CC1)(C=1C=NC(=CC1)OC)O (2-amino-N-{1-[4-hydroxy-4-(6-methoxy-pyridin-3-yl)-cyclohexyl]-azetidin-3-yl}-acetamide), C(C1=CC=2OCOC2C=C1)(=O)Cl (piperonoyl chloride). Product: OC1(CCC(CC1)N1CC(C1)NC(=O)CNC(=O)C1=CC2=C(OCO2)C=C1)C=1C=NC(=CC1)OC (Benzo[1,3]dioxole-5-carboxylic acid ({1-[4-hydroxy-4-(6-methoxy-pyridin-3-yl)-cyclohexyl]-azetidin-3-ylcarbamoyl}-methyl)-amide). As a reaction SMILES: [NH2:1][CH2:2][C:3]([NH:5][CH:6]1[CH2:9][N:8]([CH:10]2[CH2:15][CH2:14][C:13]([OH:24])([C:16]3[CH:17]=[N:18][C:19]([O:22][CH3:23])=[CH:20][CH:21]=3)[CH2:12][CH2:11]2)[CH2:7]1)=[O:4].[C:25](Cl)(=[O:35])[C:26]1[CH:34]=[CH:33][C:32]2[O:31][CH2:30][O:29][C:28]=2[CH:27]=1>>[OH:24][C:13]1([C:16]2[CH:17]=[N:18][C:19]([O:22][CH3:23])=[CH:20][CH:21]=2)[CH2:14][CH2:15][CH:10]([N:8]2[CH2:9][CH:6]([NH:5][C:3]([CH2:2][NH:1][C:25]([C:26]3[CH:34]=[CH:33][C:32]4[O:31][CH2:30][O:29][C:28]=4[CH:27]=3)=[O:35])=[O:4])[CH2:7]2)[CH2:11][CH2:12]1. Procedure: The title compound was prepared as yellow solid from coupling of 2-amino-N-{1-[4-hydroxy-4-(6-methoxy-pyridin-3-yl)-cyclohexyl]-azetidin-3-yl}-acetamide, as prepared in Step D of Example 16, and piperonoyl chloride (Aldrich) using the procedure described in Example 18. Starting materials: BrC1=CC2=C(N=C(C3=CC=NC(=C23)Cl)Cl)C=C1 (9-bromo-1,5-dichlorobenzo[c]-2,6-naphthyridine), FC1=C(N)C(=CC(=C1)F)F (2,4,6 trifluoroaniline), CC(C)([O-])C.[Na+] (sodium tert-butoxide). Solvent: C1CCOC1 (THF). Run at temperature 85 celsius. Yields the product BrC1=CC2=C(N=C(C3=CC=NC(=C23)Cl)NC2=C(C=C(C=C2F)F)F)C=C1 (9-bromo-1-chloro-N-(2,4,6-trifluorophenyl)benzo[c]-2,6-naphthyridin-5-amine). As a reaction SMILES: [Br:1][C:2]1[CH:17]=[CH:16][C:5]2[N:6]=[C:7](Cl)[C:8]3[C:13]([C:4]=2[CH:3]=1)=[C:12]([Cl:14])[N:11]=[CH:10][CH:9]=3.[F:18][C:19]1[CH:25]=[C:24]([F:26])[CH:23]=[C:22]([F:27])[C:20]=1[NH2:21].CC(C)([O-])C.[Na+]>C1COCC1>[Br:1][C:2]1[CH:17]=[CH:16][C:5]2[N:6]=[C:7]([NH:21][C:20]3[C:19]([F:18])=[CH:25][C:24]([F:26])=[CH:23][C:22]=3[F:27])[C:8]3[C:13]([C:4]=2[CH:3]=1)=[C:12]([Cl:14])[N:11]=[CH:10][CH:9]=3 |f:2.3|. Procedure details: To a solution of 9-bromo-1,5-dichlorobenzo[c]-2,6-naphthyridine (800 mg, 2.4 mmol) in THF (10 mL) were added 2,4,6 trifluoroaniline (359 mg, 2.4 mmol) and sodium tert-butoxide (703 mg, 7.32 mmol) and the reaction mixture was heated to 85° C. for 45 min. The solution was cooled to room temperature, quenched with methanol and concentrated under reduced pressure. The residue was purified by silica gel chromatography (100% hexane to 100% EtOAc, gradient elution) to afford 9-bromo-1-chloro-N-(2,4,6-t...